Dataset: the Open Reaction Database (ORD), a public repository of structured organic reaction records. Task: describe an organic reaction: reactants, conditions, products, and yield Starting materials: CCCNc1ccc(C(=O)N2CCCC(CC(=O)O)c3ccccc32)c(Cl)c1, CC(C)N, CCOC(C)=O, CN(C)C=O, CCOP(=O)(C#N)OCC. Product: CCCNc1ccc(C(=O)N2CCCC(CC(=O)NC(C)C)c3ccccc32)c(Cl)c1. Reaction SMILES: [C:1](=[O:2])([OH:3])[CH2:4][CH:5]1[CH2:6][CH2:7][CH2:8][N:9]([C:16]([c:17]2[c:18]([Cl:27])[cH:19][c:20]([NH:23][CH2:24][CH2:25][CH3:26])[cH:21][cH:22]2)=[O:28])[c:10]2[c:11]1[cH:12][cH:13][cH:14][cH:15]2.[CH3:29][CH:30]([CH3:31])[NH2:32].[CH3:43][CH2:44][O:45][C:46](=[O:47])[CH3:48].[CH3:49][N:50]([CH3:51])[CH:52]=[O:53].[P:33]([C:34]#[N:35])([O:36][CH2:37][CH3:38])([O:39][CH2:40][CH3:41])=[O:42]>>[C:1](=[O:2])([CH2:4][CH:5]1[CH2:6][CH2:7][CH2:8][N:9]([C:16]([c:17]2[c:18]([Cl:27])[cH:19][c:20]([NH:23][CH2:24][CH2:25][CH3:26])[cH:21][cH:22]2)=[O:28])[c:10]2[c:11]1[cH:12][cH:13][cH:14][cH:15]2)[NH:32][CH:30]([CH3:29])[CH3:31]. Starting materials: O=C(Cl)c1ccc(Cl)c([N+](=O)[O-])c1, CC(C)(C)c1cnc(N)s1, c1ccncc1. Product: CC(C)(C)c1cnc(NC(=O)c2ccc(Cl)c([N+](=O)[O-])c2)s1. RXN SMILES: [Cl:1][c:2]1[c:3]([N+:11](=[O:12])[O-:13])[cH:4][c:5]([C:6](=[O:7])[Cl:8])[cH:9][cH:10]1.[NH2:14][c:15]1[s:16][c:17]([C:20]([CH3:21])([CH3:22])[CH3:23])[cH:18][n:19]1.[cH:24]1[cH:25][cH:26][n:27][cH:28][cH:29]1>>[Cl:1][c:2]1[c:3]([N+:11](=[O:12])[O-:13])[cH:4][c:5]([C:6](=[O:7])[NH:14][c:15]2[s:16][c:17]([C:20]([CH3:21])([CH3:22])[CH3:23])[cH:18][n:19]2)[cH:9][cH:10]1. Starting materials: Cl (hydrochloric acid), C(#N)[C@@H](C=C1CC=C(C(=O)OC(C)(C)C)C=C1)CCCCCC1=CC=C(C=C1)O (tert-butyl 4-[(2R)-2-cyano-7-(4-hydroxyphenyl)heptylidene]benzoate), [OH-].[Na+] (sodium hydroxide), ClC(=O)OC (methyl chloroformate). The solvent is O (water), C(C)O (ethanol), O (water). Run at temperature -5 celsius, time 40 minute. Product: COC(=O)OC1=CC=C(C=C1)C1=CC=C(C=C1)C(=O)O (4'-(methoxycarbonyloxy)-4-biphenylcarboxylic acid). Isolated yield 92.9%. As a reaction SMILES: C([C@H:3]([CH2:18][CH2:19][CH2:20][CH2:21]CC1C=CC(O)=CC=1)[CH:4]=[C:5]1[CH:17]=[CH:16][C:8]([C:9]([O:11]C(C)(C)C)=[O:10])=[CH:7][CH2:6]1)#N.[OH-:30].[Na+].Cl[C:33]([O:35][CH3:36])=[O:34].Cl>O.C(O)C>[CH3:36][O:35][C:33]([O:30][C:19]1[CH:18]=[CH:3][C:4]([C:5]2[CH:6]=[CH:7][C:8]([C:9]([OH:11])=[O:10])=[CH:16][CH:17]=2)=[CH:21][CH:20]=1)=[O:34] |f:1.2|. Procedure details: 4'-Hydroxy-4-biphenylcarboxylic acid (3) (4 g, 18.67 mmol) and sodium hydroxide (1.64 g, 41.1 mmol) were dissolved in water (50 ml) and ethanol (98 ml) at -10° C. To the solution, methyl chloroformate (1.73 ml, 22.4 mmol) was added and the solution was maintained at -5° C. The solution was stirred for 40 minutes and a mixture of water and hydrochloric acid (1:1) was added until the solution became acidic. The solid precipitate was collected by vacuum filtration, washed several times with distill... Starting materials: C(C)(C)(C)C1=NN(C(=C1)NC(=O)N[C@H]1CC[C@H](C2=CC=CC=C12)OC=1C=CC=2N(C1)C(=NN2)N2[C@H](CCCC2)C)C=2C=C(OCCOS(=O)(=O)C)C=CC2 (Methanesulfonic acid 2-{3-[3-tert-butyl-5-(3-{(1S,4R)-4-[3-((S)-2-methyl-piperidin-1-yl)-[1,2,4]triazolo[4,3-a]pyridin-6-yloxy]-1,2,3,4-tetrahydro-naphthalen-1-yl}-ureido)-pyrazol-1-yl]-phenoxy}-ethyl ester), C(C)NC (N-ethylmethylamine), C1CCOC1 (THF). The product is C(=O)O.C(C)(C)(C)C=1C=C(N(N1)C1=CC(=CC=C1)OCCN(C)CC)NC(=O)N[C@H]1CC[C@H](C2=CC=CC=C12)OC=1C=CC=2N(C1)C(=NN2)N2[C@H](CCCC2)C (1-(5-tert-Butyl-2-{3-[2-(ethyl-methyl-amino)-ethoxy]-phenyl}-2H-pyrazol-3-yl)-3-{(1S,4R)-4-[3-((S)-2-methyl-piperidin-1-yl)-[1,2,4]triazolo[4,3-a]pyridin-6-yloxy]-1,2,3,4-tetrahydro-naphthalen-1-yl}-urea formate salt). Isolated yield 50.0%. RXN SMILES: [C:1]([C:5]1[CH:9]=[C:8]([NH:10][C:11]([NH:13][C@@H:14]2[C:23]3[C:18](=[CH:19][CH:20]=[CH:21][CH:22]=3)[C@H:17]([O:24][C:25]3[CH:26]=[CH:27][C:28]4[N:29]([C:31]([N:34]5[CH2:39][CH2:38][CH2:37][CH2:36][C@@H:35]5[CH3:40])=[N:32][N:33]=4)[CH:30]=3)[CH2:16][CH2:15]2)=[O:12])[N:7]([C:41]2[CH:42]=[C:43]([CH:52]=[CH:53][CH:54]=2)[O:44][CH2:45][CH2:46][O:47]S(C)(=O)=O)[N:6]=1)([CH3:4])([CH3:3])[CH3:2].[CH2:55]([NH:57][CH3:58])[CH3:56].C1C[O:62]CC1>>[CH:46]([OH:47])=[O:62].[C:1]([C:5]1[CH:9]=[C:8]([NH:10][C:11]([NH:13][C@@H:14]2[C:23]3[C:18](=[CH:19][CH:20]=[CH:21][CH:22]=3)[C@H:17]([O:24][C:25]3[CH:26]=[CH:27][C:28]4[N:29]([C:31]([N:34]5[CH2:39][CH2:38][CH2:37][CH2:36][C@@H:35]5[CH3:40])=[N:32][N:33]=4)[CH:30]=3)[CH2:16][CH2:15]2)=[O:12])[N:7]([C:41]2[CH:54]=[CH:53][CH:52]=[C:43]([O:44][CH2:45][CH2:46][N:57]([CH2:55][CH3:56])[CH3:58])[CH:42]=2)[N:6]=1)([CH3:4])([CH3:3])[CH3:2] |f:3.4|. Procedure details: A solution of Intermediate 154a (50.5 mg, 66 μmol) and N-ethylmethylamine (40 mg, 0.68 mmol) in THF (1 mL) was heated at 60° C. for 48 h in a sealed vessel. The reaction mixture was concentrated in vacuo and the residue purified by MDAP (Method 7) to give the title compound as a white solid (24 mg, 50%). LCMS (Method 5): Rt 3.69 min, m/z 720 [MH+]. 1H NMR (400 MHz, d6-DMSO): 0.91 (3H, d, J=6.3 Hz), 0.94 (3H, t, J=7.2 Hz), 1.27 (9H, s), 1.46-1.55 (2H, m), 1.64-1.72 (2H, m), 1.76-2.09 (6H, m), 2.1... The reactants are CC=1C=C(C=CC1)CN1C2=CC=CC(=C2C=2C(=CC=CC12)OCC(=O)OC)C(N)=O ({9-[(3-methylphenyl)methyl]-5-carbamoylcarbazol-4-yl}oxyacetic acid, methyl ester), [OH-].[Na+] (NaOH). Run in C(C)O (ethanol). Run at temperature 25 celsius, time 24 hour. Product: CC=1C=C(C=CC1)CN1C2=CC=CC(=C2C=2C(=CC=CC12)OCC(=O)O)C(N)=O ({9-[(3-methylphenyl)methyl]-5-carbamoylcarbazol-4-yl}oxyacetic acid). Yield: 65.6%. RXN SMILES: [CH3:1][C:2]1[CH:3]=[C:4]([CH2:8][N:9]2[C:21]3[CH:20]=[CH:19][CH:18]=[C:17]([O:22][CH2:23][C:24]([O:26]C)=[O:25])[C:16]=3[C:15]3[C:10]2=[CH:11][CH:12]=[CH:13][C:14]=3[C:28](=[O:30])[NH2:29])[CH:5]=[CH:6][CH:7]=1.[OH-].[Na+]>C(O)C>[CH3:1][C:2]1[CH:3]=[C:4]([CH2:8][N:9]2[C:21]3[CH:20]=[CH:19][CH:18]=[C:17]([O:22][CH2:23][C:24]([OH:26])=[O:25])[C:16]=3[C:15]3[C:10]2=[CH:11][CH:12]=[CH:13][C:14]=3[C:28](=[O:30])[NH2:29])[CH:5]=[CH:6][CH:7]=1 |f:1.2|. Procedure details: A suspension of the {9-[(3-methylphenyl)methyl]-5-carbamoylcarbazol-4-yl}oxyacetic acid, methyl ester (15.8 mg, 0.039 mM) and 0.04 mL (0.04 mM) of 1 N NaOH in 5 mL of ethanol was stirred for 24 h at 25° C. The resultant white precipitate was collected by filtration, washed with a small amount of EtOH, then dried in vacuo to afford 10 mg (62%) of the {9-[(3-methylphenyl)methyl]-5-carbamoylcarbazol-4-yl}oxyacetic acid, sodium salt as a white powder. 1H NMR (DMSO-d6) δ7.55 (d, 1H, J=8 Hz), 7.5-7.0 ... Product: COC1=NC=CC2=CC=C(C=C12)[N+](=O)[O-] (1-methoxy-7-nitroisoquinoline). Reactants: ClC1=NC=CC2=CC=C(C=C12)[N+](=O)[O-] (1-chloro-7-nitroisoquinoline), solution, C[O-].[Na+] (sodium methoxide). RXN SMILES: Cl[C:2]1[C:11]2[C:6](=[CH:7][CH:8]=[C:9]([N+:12]([O-:14])=[O:13])[CH:10]=2)[CH:5]=[CH:4][N:3]=1.[CH3:15][O-:16].[Na+]>CO>[CH3:15][O:16][C:2]1[C:11]2[C:6](=[CH:7][CH:8]=[C:9]([N+:12]([O-:14])=[O:13])[CH:10]=2)[CH:5]=[CH:4][N:3]=1 |f:1.2|. Reported procedure: To a suspension of 1-chloro-7-nitroisoquinoline (670 mg, 3.21 mmol) obtained in Preparation Example 1-5, Step 4 in methanol (100 ml) was added a 1M solution (6.5 ml, 6.5 mmol) of sodium methoxide. The mixture was refluxed under heating for 3 hr and concentrated under reduced pressure. The residue was dissolved in ethyl acetate, washed with saturated brine, dried over anhydrous magnesium sulfate and concentrated under reduced pressure. The residue was purified by silica gel column chromatography ... Yield: 81.0%. Solvent: CO (methanol).